Dataset: the Open Reaction Database (ORD), a public repository of structured organic reaction records. Task: describe an organic reaction: reactants, conditions, products, and yield Reactants: [I-].C[S+](C)C (trimethylsulfonium iodide), [H-].[Na+] (sodium hydride), BrC1=CC=C(C=C1)C(=O)C1=CC=CC=C1 ((4-bromophenyl)(phenyl)methanone). The product is BrC1=CC=C(C=C1)C1(OC1)C1=CC=CC=C1 (2-(4-bromophenyl)-2-phenyloxirane). Reaction SMILES: [I-].[CH3:2][S+](C)C.[H-].[Na+].[Br:8][C:9]1[CH:14]=[CH:13][C:12]([C:15]([C:17]2[CH:22]=[CH:21][CH:20]=[CH:19][CH:18]=2)=[O:16])=[CH:11][CH:10]=1>C1COCC1>[Br:8][C:9]1[CH:10]=[CH:11][C:12]([C:15]2([C:17]3[CH:18]=[CH:19][CH:20]=[CH:21][CH:22]=3)[CH2:2][O:16]2)=[CH:13][CH:14]=1 |f:0.1,2.3|. Run at temperature 55 celsius, time 6 hour. Procedure: To a stirring solution of trimethylsulfonium iodide (5.27 g, 19.15 mmol) in THF (20 mL) was added sodium hydride (0.957 g, 23.94 mmol) and the reaction mixture was stirred at 55° C. for 6 h. A solution of (4-bromophenyl)(phenyl)methanone 50 (5.0 g, 19.15 mmol) in THF (10 mL) was added and the mixture was stirred an additional 16 h at 55° C. The reaction mixture was quenched with water, diluted with ether and layer separated. The organic layer was dried over Na2SO4, filtered and concentrated to a... Run in C1CCOC1 (THF), C1CCOC1 (THF).